This data is from the Open Reaction Database (ORD), a public repository of structured organic reaction records. The task is: describe an organic reaction: reactants, conditions, products, and yield Starting materials: C(C)OC(C(C)(C)OC1=C(C=C(C=C1)OCCC=1N=C(OC1C)C1=CC=CC=C1)CNC(=O)OC(C)(C)C)=O (2-{2-(tert-butoxycarbonylamino-methyl)-4-[2-(5-methyl-2-phenyl-oxazol-4-yl)-ethoxy]-phenoxy}-2-methyl-propionic acid ethyl ester), C(=O)(C(F)(F)F)O (TFA). Run in C(Cl)Cl (CH2Cl2). Reaction conditions: time 2.5 hour. Yields the product C(C)OC(C(C)(C)OC1=C(C=C(C=C1)OCCC=1N=C(OC1C)C1=CC=CC=C1)CN)=O (2-{2-Aminomethyl-4-[2-(5-methyl-2-phenyl-oxazol-4-yl)-ethoxy]-phenoxy}-2-methyl-propionic acid ethyl ester). Yield: 133.7%. Reaction SMILES: [CH2:1]([O:3][C:4](=[O:39])[C:5]([O:8][C:9]1[CH:14]=[CH:13][C:12]([O:15][CH2:16][CH2:17][C:18]2[N:19]=[C:20]([C:24]3[CH:29]=[CH:28][CH:27]=[CH:26][CH:25]=3)[O:21][C:22]=2[CH3:23])=[CH:11][C:10]=1[CH2:30][NH:31]C(OC(C)(C)C)=O)([CH3:7])[CH3:6])[CH3:2].C(O)(C(F)(F)F)=O>C(Cl)Cl>[CH2:1]([O:3][C:4](=[O:39])[C:5]([O:8][C:9]1[CH:14]=[CH:13][C:12]([O:15][CH2:16][CH2:17][C:18]2[N:19]=[C:20]([C:24]3[CH:29]=[CH:28][CH:27]=[CH:26][CH:25]=3)[O:21][C:22]=2[CH3:23])=[CH:11][C:10]=1[CH2:30][NH2:31])([CH3:7])[CH3:6])[CH3:2]. Procedure: A solution of 2-{2-(tert-butoxycarbonylamino-methyl)-4-[2-(5-methyl-2-phenyl-oxazol-4-yl)-ethoxy]-phenoxy}-2-methyl-propionic acid ethyl ester (350 mg, 0.650 mmol) in CH2Cl2 (10 mL) was treated at ambient temperature with TFA (4 mL) and stirred for 2.5 h. The solution was concentrated and co-evaporated with CCl4 (3×) to yield the title compound as a foam (381 mg, quantitative). Starting materials: CI, CN(C)C=O, CS(=O)(=O)c1ccc2c3c(cccc13)C(=O)N2, [H-], [Na+]. The product is CN1C(=O)c2cccc3c(S(C)(=O)=O)ccc1c23. Reaction SMILES: [CH3:20][I:21].[CH3:22][N:23]([CH3:24])[CH:25]=[O:26].[CH3:3][S:4](=[O:5])(=[O:6])[c:7]1[c:8]2[c:9]3[c:10]([cH:17][cH:18][cH:19]2)[C:11](=[O:16])[NH:12][c:13]3[cH:14][cH:15]1.[H-:1].[Na+:2]>>[CH3:3][S:4](=[O:5])(=[O:6])[c:7]1[c:8]2[c:9]3[c:10]([cH:17][cH:18][cH:19]2)[C:11](=[O:16])[N:12]([CH3:20])[c:13]3[cH:14][cH:15]1. Reactants: NC1=C(C(=O)NC2C(NC(CC2)=O)=O)C=C(C=C1)NC(COCC1=CC=CC=C1)=O (2-amino-5-(2-benzyloxy-acetylamino)-N-(2,6-dioxo-piperidin-3-yl)-benzamide), C(OC)(OC)OC (trimethyl orthoformate), C1(=CC=C(C=C1)S(=O)(=O)O)C (p-toluene sulfonic acid), O (water). The solvent is CCOCC (ether). Product: C(C1=CC=CC=C1)OCC(=O)NC=1C=C2C(N(C(=NC2=CC1)C)C1C(NC(CC1)=O)=O)=O (2-benzyloxy-N-[3-(2,6-dioxo-piperidin-3-yl)-2-methyl-4-oxo-3,4-dihydro-quinazolin-6-yl]-acetamide). The yield is 118.9%. RXN SMILES: [NH2:1][C:2]1[CH:18]=[CH:17][C:16]([NH:19][C:20](=[O:30])[CH2:21][O:22][CH2:23][C:24]2[CH:29]=[CH:28][CH:27]=[CH:26][CH:25]=2)=[CH:15][C:3]=1[C:4]([NH:6][CH:7]1[CH2:12][CH2:11][C:10](=[O:13])[NH:9][C:8]1=[O:14])=[O:5].C(OC)(OC)OC.[C:38]1(C)C=CC(S(O)(=O)=O)=C[CH:39]=1.O>CCOCC>[CH2:23]([O:22][CH2:21][C:20]([NH:19][C:16]1[CH:15]=[C:3]2[C:2](=[CH:18][CH:17]=1)[N:1]=[C:38]([CH3:39])[N:6]([CH:7]1[CH2:12][CH2:11][C:10](=[O:13])[NH:9][C:8]1=[O:14])[C:4]2=[O:5])=[O:30])[C:24]1[CH:25]=[CH:26][CH:27]=[CH:28][CH:29]=1. Procedure details: A solution of 2-amino-5-(2-benzyloxy-acetylamino)-N-(2,6-dioxo-piperidin-3-yl)-benzamide (0.26 g, 0.6 mmol) and trimethyl orthoformate (2 mL) and p-toluene sulfonic acid (60 mg) in acetonotrile (10 mL) was heated to reflux for 21 hours. To the mixture, was added water (25 mL) and ether (25 mL). The suspension was filtered and washed with water (50 mL) and ethyl acetate (50 mL) to give 2-benzyloxy-N-[3-(2,6-dioxo-piperidin-3-yl)-2-methyl-4-oxo-3,4-dihydro-quinazolin-6-yl]-acetamide as a white sol... Starting materials: COC=1C(C(=CC=CC1)OC1=CC=CC=C1)=O (2-methoxy-7-phenoxy-2,4,6-cycloheptatrien-1-one), N (ammonia). Solvent: CO (methanol). Run at temperature 80 celsius. Product: NC=1C(C(=CC=CC1)OC1=CC=CC=C1)=O (2-amino-7-phenoxy-2,4,6-cycloheptatrien-1-one). As a reaction SMILES: CO[C:3]1[C:4](=[O:17])[C:5]([O:10][C:11]2[CH:16]=[CH:15][CH:14]=[CH:13][CH:12]=2)=[CH:6][CH:7]=[CH:8][CH:9]=1.[NH3:18]>CO>[NH2:18][C:3]1[C:4](=[O:17])[C:5]([O:10][C:11]2[CH:16]=[CH:15][CH:14]=[CH:13][CH:12]=2)=[CH:6][CH:7]=[CH:8][CH:9]=1. Procedure: A solution of 2-methoxy-7-phenoxy-2,4,6-cycloheptatrien-1-one (2.0 g, described above) in methanol (30 ml) is cooled to -25° C and saturated with gaseous ammonia. The mixture is heated in a pressure bottle at 80° C for 4 hours and cooled to -70° C. The bottle is opened and the solvent is removed under reduced pressure. The residue is crystallized from ethyl acetate to give 2-amino-7-phenoxy-2,4,6-cycloheptatrien-1-one. Reactants: CC(=O)O, CCc1cc(CO)cc(C)c1CCC(=O)O, O=[Mn]=O. The product is CCc1cc(C=O)cc(C)c1CCC(=O)O. As a reaction SMILES: [C:17]([OH:18])(=[O:19])[CH3:20].[CH2:1]([CH3:2])[c:3]1[c:4]([CH2:12][CH2:13][C:14](=[O:15])[OH:16])[c:5]([CH3:11])[cH:6][c:7]([CH2:9][OH:10])[cH:8]1.[O:21]=[Mn:22]=[O:23]>>[CH2:1]([CH3:2])[c:3]1[c:4]([CH2:12][CH2:13][C:14](=[O:15])[OH:16])[c:5]([CH3:11])[cH:6][c:7]([CH:9]=[O:10])[cH:8]1.